From a dataset of the Open Reaction Database (ORD), a public repository of structured organic reaction records. describe an organic reaction: reactants, conditions, products, and yield Reactants: IC=1C=C(C=CC1)C1=C(N=CS1)C(=O)O (5-(3-iodophenyl)-4-thiazolecarboxylic acid), NCCNC(OC(C)(C)C)=O (t-butyl (2-aminoethyl)carbamate). Product: IC=1C=C(C=CC1)C1=C(N=CS1)C(=O)NCCNC(OC(C)(C)C)=O (t-butyl [2-[5-(3-iodophenyl)-4-thiazolecarboxamido]ethyl]carbamate). Yield: 88.1%. As a reaction SMILES: [I:1][C:2]1[CH:3]=[C:4]([C:8]2[S:12][CH:11]=[N:10][C:9]=2[C:13]([OH:15])=O)[CH:5]=[CH:6][CH:7]=1.[NH2:16][CH2:17][CH2:18][NH:19][C:20](=[O:26])[O:21][C:22]([CH3:25])([CH3:24])[CH3:23]>>[I:1][C:2]1[CH:3]=[C:4]([C:8]2[S:12][CH:11]=[N:10][C:9]=2[C:13]([NH:16][CH2:17][CH2:18][NH:19][C:20](=[O:26])[O:21][C:22]([CH3:24])([CH3:23])[CH3:25])=[O:15])[CH:5]=[CH:6][CH:7]=1. Procedure: Reaction of 5.0 g (15.1 mmol) of 5-(3-iodophenyl)-4-thiazolecarboxylic acid with 2.6 g (16.2 mmol) of t-butyl (2-aminoethyl)carbamate in an analogous manner to that described in Example 1(E) yielded 6.3 g (88.1%) of t-butyl [2-[5-(3-iodophenyl)-4-thiazolecarboxamido]ethyl]carbamate as white crystals, melting point 111°-112°. Reactants: [H][H] (hydrogen), Cl.CCOCC (HCl Et2O), C(=C\C1=CC=CC=C1)/C1=NC2=CC=CC=C2C(=C1)NCC(CO)O ((E)-(RS)-3-(2-Styryl-quinolin-4-ylamino)-propane-1,2-diol). The reagents and catalysts are [Pd] (Pd/C). The solvent is CO (MeOH). Product: Cl.C(CC1=CC=CC=C1)C1=NC2=CC=CC=C2C(=C1)NCC(CO)O ((RS)-3-(2-phenethyl-quinolin-4-ylamino)-propane-1,2-diol hydrochloride). Isolated yield 29.0%. As a reaction SMILES: [CH:1](/[C:9]1[CH:18]=[C:17]([NH:19][CH2:20][CH:21]([OH:24])[CH2:22][OH:23])[C:16]2[C:11](=[CH:12][CH:13]=[CH:14][CH:15]=2)[N:10]=1)=[CH:2]\[C:3]1[CH:8]=[CH:7][CH:6]=[CH:5][CH:4]=1.[ClH:25].CCOCC.[H][H]>CO.[Pd]>[ClH:25].[CH2:1]([C:9]1[CH:18]=[C:17]([NH:19][CH2:20][CH:21]([OH:24])[CH2:22][OH:23])[C:16]2[C:11](=[CH:12][CH:13]=[CH:14][CH:15]=2)[N:10]=1)[CH2:2][C:3]1[CH:4]=[CH:5][CH:6]=[CH:7][CH:8]=1 |f:1.2,6.7|. Procedure details: (E)-(RS)-3-(2-Styryl-quinolin-4-ylamino)-propane-1,2-diol (0.23 g, 0.718 mmol) was dissolved in MeOH (25 ml) and acidified with HCl/Et2O. The reaction mixture was refluxed for 2 hours in the presence of 10% Pd/C (0.02 g) under an atmospheric pressure of hydrogen. The mixture was cooled to room temperature, the catalyst was filtered, and the filtrate was concentrated. Addition of EtOH provided (RS)-3-(2-phenethyl-quinolin-4-ylamino)-propane-1,2-diol hydrochloride (0.075 g, 29%) as a light yellow ... Starting materials: CC(C)(C)OC(=O)C1C(C=CC(=O)O)C1(C)C, OCC(Cl)Cl. The product is CC(C)(C)OC(=O)C1C(C=CC(=O)OCC(Cl)Cl)C1(C)C. Reaction SMILES: [C:1]([CH3:2])([CH3:3])([CH3:4])[O:5][C:6](=[O:7])[CH:8]1[C:9]([CH3:16])([CH3:17])[CH:10]1[CH:11]=[CH:12][C:13](=[O:14])[OH:15].[Cl:18][CH:19]([CH2:20][OH:21])[Cl:22]>>[C:1]([CH3:2])([CH3:3])([CH3:4])[O:5][C:6](=[O:7])[CH:8]1[C:9]([CH3:16])([CH3:17])[CH:10]1[CH:11]=[CH:12][C:13]([O:14][CH2:20][CH:19]([Cl:18])[Cl:22])=[O:15]. Procedure details: To a solution of 2-cyclopropylmethyl-pyrrolidine-1,2-dicarboxylic acid 1-tert-butyl ester (4 g, see example 64 and 65) in THF (100 mL) was added borane-methylsulfide complex (8.9 mL of a 2M solution in THF) dropwise via syringe. The reaction mixture was heated for 4 hours to 80° C. and was then cooled to RT. The THF was removed in vacuo and the residue was then diluted with water and DCM. The phases were separated and the aqueous phase was extracted with further DCM (2×50 mL). The combined organ... Product: C(C)(C)(C)OC(=O)N1C(CCC1)(CO)CC1CC1 (2-cyclopropylmethyl-2-hydroxymethyl-pyrrolidine-1-carboxylic acid tert-butyl ester). Starting materials: C(C)(C)(C)OC(=O)N1C(CCC1)(C(=O)O)CC1CC1 (2-cyclopropylmethyl-pyrrolidine-1,2-dicarboxylic acid 1-tert-butyl ester), solution. Solvent: C1CCOC1 (THF), C1CCOC1 (THF). RXN SMILES: [C:1]([O:5][C:6]([N:8]1[CH2:12][CH2:11][CH2:10][C:9]1([CH2:16][CH:17]1[CH2:19][CH2:18]1)[C:13](O)=[O:14])=[O:7])([CH3:4])([CH3:3])[CH3:2]>C1COCC1>[C:1]([O:5][C:6]([N:8]1[CH2:12][CH2:11][CH2:10][C:9]1([CH2:16][CH:17]1[CH2:18][CH2:19]1)[CH2:13][OH:14])=[O:7])([CH3:4])([CH3:2])[CH3:3]. Isolated yield 97.6%. RXN SMILES: [Cl:1][C:2]1[CH:17]=[CH:16][CH:15]=[CH:14][C:3]=1[CH2:4][NH:5][C:6](=[O:13])[C:7]([CH3:12])([CH3:11])[CH2:8][CH2:9][OH:10].[CH2:18]([C:20]1[CH:25]=[CH:24][C:23]([N:26]=[C:27]=[O:28])=[CH:22][CH:21]=1)[CH3:19]>C1COCC1.CN(C1C=CN=CC=1)C>[CH2:18]([C:20]1[CH:25]=[CH:24][C:23]([NH:26][C:27](=[O:28])[O:10][CH2:9][CH2:8][C:7]([CH3:12])([CH3:11])[C:6]([NH:5][CH2:4][C:3]2[CH:14]=[CH:15][CH:16]=[CH:17][C:2]=2[Cl:1])=[O:13])=[CH:22][CH:21]=1)[CH3:19]. Yield: 24.8%. Reactants: ClC1=C(CNC(C(CCO)(C)C)=O)C=CC=C1 (N-(2-chlorobenzyl)-4-hydroxy-2,2-dimethylbutanamide), C(C)C1=CC=C(C=C1)N=C=O (4-ethylphenylisocyanate). Conditions: time 8 hour. The reagents and catalysts are CN(C)C=1C=CN=CC1 (DMAP). The solvent is C1CCOC1 (THF). Procedure details: To a solution of N-(2-chlorobenzyl)-4-hydroxy-2,2-dimethylbutanamide (400 mg, 1.6 mmol) in THF (25 mL) were added 4-ethylphenylisocyanate (276 μL, 1.92 mmol, 1.2 equiv.) and DMAP (293 mg, 2.4 mmol, 1.5 equiv.). The reaction mixture was stirred overnight. The reaction mixture was concentrated. The resulting residue was purified on RP-HPLC using a mixture of acetonitrile and H2O, and further purified by flash column chromatography using a mixture of hexanes and EtOAc to give 4-(2-chlorobenzylamino... Yields the product C(C)C1=CC=C(C=C1)NC(OCCC(C(=O)NCC1=C(C=CC=C1)Cl)(C)C)=O (4-(2-chlorobenzylamino)-3,3-dimethyl-4-oxobutyl 4-ethylphenylcarbamate). Reactants: N, C1CCOC1.B, C1CN(C[C@@H](C1=O)O)S(=O)(=O)C. The reagents and catalysts are c1ccc(cc1)-c2c3ccccc3cc4ccccc24 (9-Phenylanthracene), CC(C)[O-].CC(C)[O-].CC(C)[O-].CC(C)[O-].[Ti+4] (Ti(OiPr)4). Reaction conditions: temperature 25 celsius, time 18 hour. Yields the product CS(=O)(=O)N1CC[C@@H](N)[C@@H](O)C1. As a reaction SMILES: [CH3:1][S:2]([N:5]1[CH2:11][C@H:9]([OH:10])[C:8](=O)[CH2:7][CH2:6]1)(=[O:4])=[O:3].[NH3:12].B.C1COCC1>>[CH3:1][S:2]([N:5]1[CH2:11][C@H:9]([OH:10])[C@H:8]([NH2:12])[CH2:7][CH2:6]1)(=[O:4])=[O:3]. Reactants: N#CC1CC(F)CN1C(=O)CNC12CCC(C(=O)O)(CC1)CC2, Nc1ccc(CCO)cc1. Product: N#CC1CC(F)CN1C(=O)CNC12CCC(C(=O)Nc3ccc(CCO)cc3)(CC1)CC2. As a reaction SMILES: [C:1](=[O:2])([OH:3])[C:4]12[CH2:5][CH2:6][C:7]([NH:12][CH2:13][C:14](=[O:15])[N:16]3[CH:17]([C:22]#[N:23])[CH2:18][CH:19]([F:21])[CH2:20]3)([CH2:8][CH2:9]1)[CH2:10][CH2:11]2.[NH2:24][c:25]1[cH:26][cH:27][c:28]([CH2:31][CH2:32][OH:33])[cH:29][cH:30]1>>[C:1](=[O:3])([C:4]12[CH2:5][CH2:6][C:7]([NH:12][CH2:13][C:14](=[O:15])[N:16]3[CH:17]([C:22]#[N:23])[CH2:18][CH:19]([F:21])[CH2:20]3)([CH2:8][CH2:9]1)[CH2:10][CH2:11]2)[NH:24][c:25]1[cH:26][cH:27][c:28]([CH2:31][CH2:32][OH:33])[cH:29][cH:30]1. The reactants are CCOC(=O)C1CCC(Nc2nccc(-n3ncc4ccccc43)n2)CC1, C1CCOC1, CO, Cl, [Na+], [OH-]. The product is O=C(O)C1CCC(Nc2nccc(-n3ncc4ccccc43)n2)CC1. As a reaction SMILES: [CH2:1]([CH3:2])[O:3][C:4](=[O:5])[CH:6]1[CH2:7][CH2:8][CH:9]([NH:12][c:13]2[n:14][cH:15][cH:16][c:17](-[n:19]3[n:20][cH:21][c:22]4[cH:23][cH:24][cH:25][cH:26][c:27]34)[n:18]2)[CH2:10][CH2:11]1.[CH2:30]1[O:31][CH2:32][CH2:33][CH2:34]1.[CH3:36][OH:37].[ClH:35].[Na+:29].[OH-:28]>>[O:3]=[C:4]([OH:5])[CH:6]1[CH2:7][CH2:8][CH:9]([NH:12][c:13]2[n:14][cH:15][cH:16][c:17](-[n:19]3[n:20][cH:21][c:22]4[cH:23][cH:24][cH:25][cH:26][c:27]34)[n:18]2)[CH2:10][CH2:11]1.